Task: describe an organic reaction: reactants, conditions, products, and yield. Dataset: the Open Reaction Database (ORD), a public repository of structured organic reaction records Starting materials: [N+](=O)([O-])C1=C2C=CN(C(C2=CC=C1)=O)[C@@H](C(=O)OC)C ((R)-Methyl 2-(5-nitro-1-oxoisoquinolin-2(1H)-yl)propanoate), [I-].[Li+] (lithium iodide), C(C)(=O)OCC (ethyl acetate). The product is [N+](=O)([O-])C1=C2C=CN(C(C2=CC=C1)=O)[C@@H](C(=O)O)C ((R)-2-(5-Nitro-1-oxoisoquinolin-2(1H)-yl)propanoic acid). Reaction SMILES: [N+:1]([C:4]1[CH:13]=[CH:12][CH:11]=[C:10]2[C:5]=1[CH:6]=[CH:7][N:8]([C@H:15]([CH3:20])[C:16]([O:18]C)=[O:17])[C:9]2=[O:14])([O-:3])=[O:2].[I-].[Li+].C(OCC)(=O)C>>[N+:1]([C:4]1[CH:13]=[CH:12][CH:11]=[C:10]2[C:5]=1[CH:6]=[CH:7][N:8]([C@H:15]([CH3:20])[C:16]([OH:18])=[O:17])[C:9]2=[O:14])([O-:3])=[O:2] |f:1.2|. Procedure: (R)-Methyl 2-(5-nitro-1-oxoisoquinolin-2(1H)-yl)propanoate (5.2 g, 0.019 mol) and lithium iodide (10 g, 0.08 mol) were refluxed in ethyl acetate (200 mL, 2 mol) for 64 hours. The solid was filtered, and the filtrate was concentrated and gave a brown solid. Conditions: time 8 hour. Run in C1CCOC1 (THF), C1CCOC1 (THF), O (Water). As a reaction SMILES: [CH3:1][C:2]1[CH:7]=[CH:6][CH:5]=[CH:4][C:3]=1[Mg]Br.[CH3:10][O:11][C:12]1[CH:13]=[C:14]([C:18](=[O:21])[CH2:19][CH3:20])[CH:15]=[CH:16][CH:17]=1.[Cl-].[NH4+].Cl>C1COCC1.O>[CH3:10][O:11][C:12]1[CH:13]=[C:14]([C:18]([C:3]2[CH:4]=[CH:5][CH:6]=[CH:7][C:2]=2[CH3:1])([OH:21])[CH2:19][CH3:20])[CH:15]=[CH:16][CH:17]=1 |f:2.3|. Yields the product COC=1C=C(C=CC1)C(CC)(O)C1=C(C=CC=C1)C (1-(3-methoxyphenyl)-1-(2-methylphenyl)-1-propanol). Reported procedure: To a solution of 2-methylphenyl magnesium bromide (prepared from 4.9 g magnesium turnings and 24 ml of 2-bromotoluene) in dry THF (300 ml) was added dropwise a solution of 3'-methoxypropiophenone (25.9 g, 0.16 mol) in dry THF (200 ml). When addition was complete the mixture was heated at reflux temperature for 2 h. Water (250 ml) was added followed by a saturated ammonium chloride solution (250 ml) and the mixture was left overnight. A 4 N hydrochloric acid solution was added until a clear solut... Reactants: CC1=C(C=CC=C1)[Mg]Br (2-methylphenyl magnesium bromide), COC=1C=C(C=CC1)C(CC)=O (3'-methoxypropiophenone), Cl (hydrochloric acid), [Cl-].[NH4+] (ammonium chloride). The yield is 438.6%. Starting materials: C1(CC1)N(C)CC=1C=C(C=C2C(CC(OC12)(C)C)(C)C)C#C[Si](C)(C)C (8-[(cyclopropyl-methyl-amino)-methyl]-2,2,4,4-tetramethyl-6-trimethylsilanylethynyl chroman), C1(CC1)N(C)CC=1C=C(C=C2C(CC(OC12)(C)C)(C)C)C#C[Si](C)(C)C (8-[(cyclopropyl-methyl-amino)-methyl]-2,2,4,4-tetramethyl-6-trimethylsilanylethynyl chroman), C([O-])([O-])=O.[K+].[K+] (potassium carbonate). The solvent is CO (methanol). Reaction conditions: time 8 hour. The product is C1(CC1)N(C)CC=1C=C(C=C2C(CC(OC12)(C)C)(C)C)C#C (8-[(Cyclopropyl-methyl-amino)-methyl]-6-ethynyl-2,2,4,4-tetramethyl-chroman). The yield is 97.4%. As a reaction SMILES: [CH:1]1([N:4]([CH2:6][C:7]2[CH:8]=[C:9]([C:21]#[C:22][Si](C)(C)C)[CH:10]=[C:11]3[C:16]=2[O:15][C:14]([CH3:18])([CH3:17])[CH2:13][C:12]3([CH3:20])[CH3:19])[CH3:5])[CH2:3][CH2:2]1.C(=O)([O-])[O-].[K+].[K+]>CO>[CH:1]1([N:4]([CH2:6][C:7]2[CH:8]=[C:9]([C:21]#[CH:22])[CH:10]=[C:11]3[C:16]=2[O:15][C:14]([CH3:17])([CH3:18])[CH2:13][C:12]3([CH3:20])[CH3:19])[CH3:5])[CH2:2][CH2:3]1 |f:1.2.3|. Reported procedure: A solution of 8-[(cyclopropyl-methyl-amino)-methyl]-2,2,4,4-tetramethyl-6-trimethylsilanylethynyl chroman (Intermediate 10, 0.729 g, 1.97 mmol) in methanol (30 mL) was treated with potassium carbonate (1.4 g, 10.2 mmol) and the resulting reaction mixture was stirred at ambient temperature overnight. The solvent was evaporated in vacuo, the residue was diluted with water and extracted with ethyl acetate. The organic phase dried over anhydrous magnesium sulfate, filtered and evaporated in vacuo to... Starting materials: CC1CCN(Cc2ccc(N)cc2Cl)CC1, O=C(O)C#Cc1ccc(C(F)(F)F)cc1Cl. The product is CC1CCN(Cc2ccc(NC(=O)C#Cc3ccc(C(F)(F)F)cc3Cl)cc2Cl)CC1. As a reaction SMILES: [Cl:17][c:18]1[cH:19][c:20]([NH2:32])[cH:21][cH:22][c:23]1[CH2:24][N:25]1[CH2:26][CH2:27][CH:28]([CH3:31])[CH2:29][CH2:30]1.[Cl:1][c:2]1[c:3]([C:12]#[C:13][C:14](=[O:15])[OH:16])[cH:4][cH:5][c:6]([C:8]([F:9])([F:10])[F:11])[cH:7]1>>[Cl:1][c:2]1[c:3]([C:12]#[C:13][C:14](=[O:16])[NH:32][c:20]2[cH:19][c:18]([Cl:17])[c:23]([CH2:24][N:25]3[CH2:26][CH2:27][CH:28]([CH3:31])[CH2:29][CH2:30]3)[cH:22][cH:21]2)[cH:4][cH:5][c:6]([C:8]([F:9])([F:10])[F:11])[cH:7]1.